Dataset: the Open Reaction Database (ORD), a public repository of structured organic reaction records. Task: describe an organic reaction: reactants, conditions, products, and yield Starting materials: C1(=CC=CC=C1)SC1=CC=CC=C1 (diphenylsulfide), ClC=1C=C(C=CC1SC)/C(=C\C1CCOCC1)/C1=C(N=C(N1)C1=NC=CC=C1)I (2-{5-[(E)-1-[3-chloro-4-(methylsulfanyl)phenyl]-2-(tetrahydro-2H-pyran-4-yl)ethenyl]-4-iodo-1H-imidazol-2-yl}pyridine), OOS(=O)[O-].[K+] (Oxone), C(O)([O-])=O.[Na+] (sodium hydrogen carbonate). The reagents and catalysts are [C].[Pd] (palladium carbon). The solvent is CO (methanol), C(C)N(CC)CC (triethylamine), CO (methanol), O (water), O1CCCC1 (tetrahydrofuran). Conditions: temperature 0 celsius, time 30 minute. The product is ClC=1C=C(C=CC1S(=O)(=O)C)C(CC1CCOCC1)C1=CN=C(N1)C1=NC=CC=C1 (2-(5-{1-[3-chloro-4-(methylsulfonyl)phenyl]-2-(tetrahydro-2H-pyran-4-yl)ethyl}-1H-imidazol-2-yl)pyridine). The yield is 17.0%. As a reaction SMILES: [Cl:1][C:2]1[CH:3]=[C:4](/[C:10](/[C:18]2[NH:22][C:21]([C:23]3[CH:28]=[CH:27][CH:26]=[CH:25][N:24]=3)=[N:20][C:19]=2I)=[CH:11]\[CH:12]2[CH2:17][CH2:16][O:15][CH2:14][CH2:13]2)[CH:5]=[CH:6][C:7]=1SC.O[O:31][S:32]([O-:34])=O.[K+].[C:36](=O)([O-])O.[Na+].C1(SC2C=CC=CC=2)C=CC=CC=1>CO.[C].[Pd].C(N(CC)CC)C.O.O1CCCC1>[Cl:1][C:2]1[CH:3]=[C:4]([CH:10]([C:18]2[NH:22][C:21]([C:23]3[CH:28]=[CH:27][CH:26]=[CH:25][N:24]=3)=[N:20][CH:19]=2)[CH2:11][CH:12]2[CH2:13][CH2:14][O:15][CH2:16][CH2:17]2)[CH:5]=[CH:6][C:7]=1[S:32]([CH3:36])(=[O:34])=[O:31] |f:1.2,3.4,7.8|. Reported procedure: To a solution of 2-{5-[(E)-1-[3-chloro-4-(methylsulfanyl)phenyl]-2-(tetrahydro-2H-pyran-4-yl)ethenyl]-4-iodo-1H-imidazol-2-yl}pyridine (0.340 g) in a mixed solvent of tetrahydrofuran (3 mL), methanol (3 mL) and water (3 mL) was added Oxone (registered trade mark) (777 mg) under ice-cooling, and the mixture was stirred at 0° C. for 30 min. To the reaction mixture was added saturated aqueous sodium hydrogen carbonate solution, and the mixture was extracted with ethyl acetate. The extract was washe... RXN SMILES: [OH:1][C:2]1[C:3]([C:12]([OH:14])=O)=[CH:4][CH:5]=[C:6]2[C:11]=1[N:10]=[CH:9][CH:8]=[CH:7]2.Cl.[N+:16]([C:19]1[CH:26]=[CH:25][C:22]([CH2:23][NH2:24])=[CH:21][CH:20]=1)([O-:18])=[O:17].C(N(C(C)C)CC)(C)C.Cl.CN(C)CCCN=C=NCC.O.ON1C2C=CC=CC=2N=N1>O.CN(C=O)C>[OH:1][C:2]1[C:3]([C:12]([NH:24][CH2:23][C:22]2[CH:21]=[CH:20][C:19]([N+:16]([O-:18])=[O:17])=[CH:26][CH:25]=2)=[O:14])=[CH:4][CH:5]=[C:6]2[C:11]=1[N:10]=[CH:9][CH:8]=[CH:7]2 |f:1.2,4.5,6.7|. Procedure: 8-Hydroxyquinoline-7-carboxylic acid (0.51 g) of Preparation 1 is added to 20 mL DMF. 4-Nitrobenzylamine hydrochloride (0.53 g) followed by diisopropylethylamine (0.49 mL) is then added. After 10 minutes, all solids go into solution. 1-(3-Dimethylaminopropyl)-3-ethylcarbodiimide hydrochloride (0.54 g) and 1-hydroxybenzotriazole monohydrate (0.38 g) are added and the reaction stirred at room temperature overnight. The reaction is poured into 75 mL H2O. The resulting solid is filtered and dried to... Reactants: Cl.CN(CCCN=C=NCC)C (1-(3-Dimethylaminopropyl)-3-ethylcarbodiimide hydrochloride), O.ON1N=NC2=C1C=CC=C2 (1-hydroxybenzotriazole monohydrate), OC=1C(=CC=C2C=CC=NC12)C(=O)O (8-Hydroxyquinoline-7-carboxylic acid), Cl.[N+](=O)([O-])C1=CC=C(CN)C=C1 (4-Nitrobenzylamine hydrochloride), C(C)(C)N(CC)C(C)C (diisopropylethylamine). Run in CN(C)C=O (DMF), O (H2O). Yields the product OC=1C(=CC=C2C=CC=NC12)C(=O)NCC1=CC=C(C=C1)[N+](=O)[O-] (8-Hydroxy-N-[(4-nitrophenyl)methyl]-7-quinolinecarboxamide). Conditions: time 10 minute. Isolated yield 60.8%. The reactants are Cc1ccccc1, NN, O=C1c2ccccc2C(=O)N1C1CCCC1c1ccccc1. Yields the product NC1CCCC1c1ccccc1. Reaction SMILES: [CH3:25][c:26]1[cH:27][cH:28][cH:29][cH:30][cH:31]1.[NH2:23][NH2:24].[c:1]1([CH:7]2[CH:8]([N:12]3[C:13](=[O:14])[c:15]4[c:16]([cH:17][cH:18][cH:19][cH:20]4)[C:21]3=[O:22])[CH2:9][CH2:10][CH2:11]2)[cH:2][cH:3][cH:4][cH:5][cH:6]1>>[c:1]1([CH:7]2[CH:8]([NH2:12])[CH2:9][CH2:10][CH2:11]2)[cH:2][cH:3][cH:4][cH:5][cH:6]1.